From a dataset of the Open Reaction Database (ORD), a public repository of structured organic reaction records. describe an organic reaction: reactants, conditions, products, and yield Procedure details: 8-(2-ethylbenzylamino)-2,3-dimethylimidazo[1,2-a]pyridine-6-carboxamide (1.0 g, 0.0031 mol) and sodium hydroxide (1.2 g, 0.031 mol) were solved in ethanol (95%)(30 ml) and was refluxed overnight. The solvent was evaporated under reduced pressure and to the residue was added water. The pH was adjusted to 7 by addition of conc HCl (2.6 ml) and the solid that precipitated was isolated by filtration, washed with water and dried to give 1.0 g (99%) of the title compound. Run in C(C)O (ethanol). As a reaction SMILES: [CH2:1]([C:3]1[CH:24]=[CH:23][CH:22]=[CH:21][C:4]=1[CH2:5][NH:6][C:7]1[C:8]2[N:9]([C:16]([CH3:20])=[C:17]([CH3:19])[N:18]=2)[CH:10]=[C:11]([C:13](N)=[O:14])[CH:12]=1)[CH3:2].[OH-:25].[Na+]>C(O)C>[CH2:1]([C:3]1[CH:24]=[CH:23][CH:22]=[CH:21][C:4]=1[CH2:5][NH:6][C:7]1[C:8]2[N:9]([C:16]([CH3:20])=[C:17]([CH3:19])[N:18]=2)[CH:10]=[C:11]([C:13]([OH:14])=[O:25])[CH:12]=1)[CH3:2] |f:1.2|. The yield is 99.8%. Starting materials: C(C)C1=C(CNC=2C=3N(C=C(C2)C(=O)N)C(=C(N3)C)C)C=CC=C1 (8-(2-ethylbenzylamino)-2,3-dimethylimidazo[1,2-a]pyridine-6-carboxamide), [OH-].[Na+] (sodium hydroxide). Product: C(C)C1=C(CNC=2C=3N(C=C(C2)C(=O)O)C(=C(N3)C)C)C=CC=C1 (8-(2-ethylbenzylamino)-2,3-dimethylimidazo[1,2-a]pyridine-6-carboxylic acid). Starting materials: FC1=C(C=C(C=C1)F)[Mg]Br (2,5-difluorophenylmagnesium bromide), FC1=C(C=C(C=C1)F)Br (2,5-difluorobromobenzene), [Mg] (magnesium), saturated aqueous solution, [Cl-].[NH4+] (ammonium chloride), ClCC([C@@H](C)OC(C(C)(C)C)=O)=O ((R)-1-chloro-3-pivaloyloxybutan-2-one). Run in C(C)#N (acetonitrile), C1(=CC=CC=C1)C (toluene), O (water). Reaction conditions: temperature 0 celsius, time 1 hour. Yields the product ClCC(C(C)OC(C(C)(C)C)=O)(O)C1=C(C=CC(=C1)F)F (1-Chloro-2-(2,5-difluorophenyl)-3-pivaloyloxybutan-2-ol). The yield is 63.0%. As a reaction SMILES: [F:1][C:2]1[CH:7]=[CH:6][C:5]([F:8])=[CH:4][C:3]=1[Mg]Br.FC1C=CC(F)=CC=1Br.[Mg].[Cl:21][CH2:22][C:23](=[O:33])[C@H:24]([O:26][C:27](=[O:32])[C:28]([CH3:31])([CH3:30])[CH3:29])[CH3:25].[Cl-].[NH4+]>C1(C)C=CC=CC=1.C(#N)C.O>[Cl:21][CH2:22][C:23]([C:3]1[CH:4]=[C:5]([F:8])[CH:6]=[CH:7][C:2]=1[F:1])([OH:33])[CH:24]([O:26][C:27](=[O:32])[C:28]([CH3:30])([CH3:29])[CH3:31])[CH3:25] |f:4.5|. Reported procedure: A solution of 2,5-difluorophenylmagnesium bromide prepared from 5.79 g (30.0 mmol) of 2,5-difluorobromobenzene and 0.759 g (31.2 mmol) of magnesium by the same method as that in Example 3 was cooled to 0° C., and a solution of 3.10 g (15.0 mmol) of (R)-1-chloro-3-pivaloyloxybutan-2-one in 15 mL of toluene was added dropwise thereto. After the completion of the dropwise addition, stirring was continued for another 1 hour, and 10 mL of a saturated aqueous solution of ammonium chloride was added to... Starting materials: [N+](=O)([O-])C=1SC(=CC1)C=O (2-nitrothiophen-5-carboxaldehyde), FC(C1=CC=C(C=C1)S(=O)(=O)CC#N)(F)F (4-trifluoromethylphenylsulfonylacetonitrile). Product: [N+](=O)([O-])C=1SC(=CC1)/C=C(\C#N)/S(=O)(=O)C1=CC=C(C=C1)C(F)(F)F ((E)-3-(2-nitrothien-5-yl)-2-[4-(trifluoromethyl)phenylsulfonyl]acrylonitrile). RXN SMILES: [N+:1]([C:4]1[S:5][C:6]([CH:9]=O)=[CH:7][CH:8]=1)([O-:3])=[O:2].[F:11][C:12]([F:26])([F:25])[C:13]1[CH:18]=[CH:17][C:16]([S:19]([CH2:22][C:23]#[N:24])(=[O:21])=[O:20])=[CH:15][CH:14]=1>>[N+:1]([C:4]1[S:5][C:6](/[CH:9]=[C:22](/[S:19]([C:16]2[CH:15]=[CH:14][C:13]([C:12]([F:26])([F:11])[F:25])=[CH:18][CH:17]=2)(=[O:21])=[O:20])\[C:23]#[N:24])=[CH:7][CH:8]=1)([O-:3])=[O:2]. Reported procedure: Reaction of 2-nitrothiophen-5-carboxaldehyde and 4-trifluoromethylphenylsulfonylacetonitrile as in Example 1 gave (E)-3-(2-nitrothien-5-yl)-2-[4-(trifluoromethyl)phenylsulfonyl]acrylonitrile Starting materials: ice, COC(CC(=O)NC(=S)NC1=C(C(=CC=C1)C(F)(F)F)F)=O (3-[[[[2-Fluoro-3-(trifluoromethyl)phenyl]amino]thioxomethyl]amino]-3-oxo-propanoic acid methyl ester), CC(C)(C)[O-].[Na+] (NaOtBu), CC(C)(C)[O-].[Na+] (NaOtBu), IC (iodomethane), [NH4+].[Cl-] (NH4Cl). Run in C1CCOC1 (THF), C1CCOC1 (THF), CCOC(=O)C (EtOAc). Run at time 45 minute. Product: COC(CC(=O)\N=C(/SC)\NC1=C(C(=CC=C1)C(F)(F)F)F)=O (3-[[(1Z)-[[2-fluoro-3-(trifluoromethyl)phenyl]amino](methylthio) methylene]amino]-3-oxo-propanoic acid methyl ester). RXN SMILES: [CH3:1][O:2][C:3](=[O:22])[CH2:4][C:5]([NH:7][C:8]([NH:10][C:11]1[CH:16]=[CH:15][CH:14]=[C:13]([C:17]([F:20])([F:19])[F:18])[C:12]=1[F:21])=[S:9])=[O:6].[CH3:23]C([O-])(C)C.[Na+].IC.[NH4+].[Cl-]>C1COCC1.CCOC(C)=O>[CH3:1][O:2][C:3](=[O:22])[CH2:4][C:5](/[N:7]=[C:8](/[NH:10][C:11]1[CH:16]=[CH:15][CH:14]=[C:13]([C:17]([F:18])([F:20])[F:19])[C:12]=1[F:21])\[S:9][CH3:23])=[O:6] |f:1.2,4.5|. Procedure: An ice-cooled solution of intermediate D19 (17.1 g) in THF (450 ml) was stirred under an atmosphere of N2. NaOtBu (1 eq) was added and after 30 minutes a solution of iodomethane (3.15 ml) in THF was added dropwise. After another 30 minutes an additional NaOtBu (1 eq) was added and the contents stirred at ˜0° C. When the reaction was completed after 45 minutes, a saturated solution of NH4Cl was added and the reaction was diluted with EtOAc. The phases were separated and the aqueous phase extracte... Starting materials: Cl.C1(CCCCC1)N (cyclohexylamine hydrochloride), CC1=C(C=CC=C1)NC#N ((2-methylphenyl)cyanamide). Solvent: ClC1=CC=CC=C1 (chlorobenzene). Reaction conditions: time 8 hour. Yields the product C1(CCCCC1)NC(=N)NC1=C(C=CC=C1)C (N-Cyclohexyl-N'-(2-methylphenyl)guanidine). Yield: 26.5%. As a reaction SMILES: Cl.[CH:2]1([NH2:8])[CH2:7][CH2:6][CH2:5][CH2:4][CH2:3]1.[CH3:9][C:10]1[CH:15]=[CH:14][CH:13]=[CH:12][C:11]=1[NH:16][C:17]#[N:18]>ClC1C=CC=CC=1>[CH:2]1([NH:8][C:17]([NH:16][C:11]2[CH:12]=[CH:13][CH:14]=[CH:15][C:10]=2[CH3:9])=[NH:18])[CH2:7][CH2:6][CH2:5][CH2:4][CH2:3]1 |f:0.1|. Procedure details: A suspension of cyclohexylamine hydrochloride (310 mg, 2.28 mmol) and (2-methylphenyl)cyanamide (365 mg, 2.76 mmol) in dry chlorobenzene was heated at 125°-135° for 4 hrs. The solvent was evaporated in vacuo with heating, and the residue partitioned between CH2Cl2 and 20×8 ml 10% HCl. The aqueous extracts were made alkaline to pH 9-9.5, and the white precipitate collected after standing at 4° C. overnight. Two recrystallizations from EtOH/H2O gave 140 mg (22%) of white needles, mp 145°-146°, 1H ...